This data is from the Open Reaction Database (ORD), a public repository of structured organic reaction records. The task is: describe an organic reaction: reactants, conditions, products, and yield The reactants are CCCCCC(C)=CCCO, BrP(Br)Br, c1ccncc1. Product: CCCCCC(C)=CCCBr. Reaction SMILES: [CH3:1][C:2](=[CH:3][CH2:4][CH2:5][OH:6])[CH2:7][CH2:8][CH2:9][CH2:10][CH3:11].[P:12]([Br:13])([Br:14])[Br:15].[cH:16]1[cH:17][cH:18][n:19][cH:20][cH:21]1>>[CH3:1][C:2](=[CH:3][CH2:4][CH2:5][Br:13])[CH2:7][CH2:8][CH2:9][CH2:10][CH3:11]. RXN SMILES: Br[C:2]1[CH:33]=[CH:32][C:5]([C:6]([N:8]2[CH2:13][CH2:12][N:11]([CH2:14][CH2:15][CH2:16][N:17]3[CH2:22][CH2:21][N:20]([C:23](=[O:31])[C:24]4[CH:29]=[CH:28][C:27](Br)=[CH:26][CH:25]=4)[CH2:19][CH2:18]3)[CH2:10][CH2:9]2)=[O:7])=[CH:4][CH:3]=1.[CH3:34][O:35][C:36]1[CH:37]=[C:38](B(O)O)[CH:39]=[C:40]([O:46][CH3:47])[C:41]=1[O:42][CH2:43][CH2:44][CH3:45]>>[CH3:34][O:35][C:36]1[CH:37]=[C:38]([C:2]2[CH:33]=[CH:32][C:5]([C:6]([N:8]3[CH2:9][CH2:10][N:11]([CH2:14][CH2:15][CH2:16][N:17]4[CH2:18][CH2:19][N:20]([C:23](=[O:31])[C:24]5[CH:25]=[CH:26][C:27]([C:38]6[CH:37]=[C:36]([O:35][CH3:34])[C:41]([O:42][CH2:43][CH2:44][CH3:45])=[C:40]([O:46][CH3:47])[CH:39]=6)=[CH:28][CH:29]=5)[CH2:21][CH2:22]4)[CH2:12][CH2:13]3)=[O:7])=[CH:4][CH:3]=2)[CH:39]=[C:40]([O:46][CH3:47])[C:41]=1[O:42][CH2:43][CH2:44][CH3:45]. Procedure details: By similar procedures applied in Example 2, from 3.00 g (5.19 mmol) of 1,3-bis [4-(4-bromobenzoyl)-1-piperazinyl]propane and 3.00 g (12.5 mmol) of 3,5-dimethoxy-4-propoxyphenylboronic acid, 4.20 g of 1,3-bis[4[4-(3,5-dimethoxy-4-propoxyphenyl) benzoyl]-1-piperazinyl]propane was obtained as a colorless oil (quantitative yield). Isolated yield 100.0%. Yields the product COC=1C=C(C=C(C1OCCC)OC)C1=CC=C(C(=O)N2CCN(CC2)CCCN2CCN(CC2)C(C2=CC=C(C=C2)C2=CC(=C(C(=C2)OC)OCCC)OC)=O)C=C1 (1,3-bis[4[4-(3,5-dimethoxy-4-propoxyphenyl) benzoyl]-1-piperazinyl]propane), oil. The reactants are BrC1=CC=C(C(=O)N2CCN(CC2)CCCN2CCN(CC2)C(C2=CC=C(C=C2)Br)=O)C=C1 (1,3-bis [4-(4-bromobenzoyl)-1-piperazinyl]propane), COC=1C=C(C=C(C1OCCC)OC)B(O)O (3,5-dimethoxy-4-propoxyphenylboronic acid). The reactants are COC([C@H](CC1=CC(=C(C=C1)OC(NC)=O)OCC1=CC=CC=C1)NC(=O)OC(C)(C)C)=O ((S)-3-(3-benzyloxy-4-methylcarbamoyloxy-phenyl)-2-tert-butoxycarbonylamino-propionic acid methyl ester), ClCCl (dichloromethane), C(C)OCC (Diethyl ether). Solvent: O1CCOCC1 (dioxane). Run at temperature 0 celsius, time 2 hour. The product is [Cl-].C(C1=CC=CC=C1)OC=1C=C(C=CC1OC(NC)=O)C[C@@H](C(=O)OC)[NH3+] ((S)-2-(3-Benzyloxy-4-methylcarbamoyloxy-phenyl)-1-methoxycarbonyl-ethyl-ammonium chloride). Reaction SMILES: [CH3:1][O:2][C:3](=[O:33])[C@@H:4]([NH:25]C(OC(C)(C)C)=O)[CH2:5][C:6]1[CH:11]=[CH:10][C:9]([O:12][C:13](=[O:16])[NH:14][CH3:15])=[C:8]([O:17][CH2:18][C:19]2[CH:24]=[CH:23][CH:22]=[CH:21][CH:20]=2)[CH:7]=1.C(OCC)C.[Cl:39]CCl>O1CCOCC1>[Cl-:39].[CH2:18]([O:17][C:8]1[CH:7]=[C:6]([CH2:5][C@H:4]([NH3+:25])[C:3]([O:2][CH3:1])=[O:33])[CH:11]=[CH:10][C:9]=1[O:12][C:13](=[O:16])[NH:14][CH3:15])[C:19]1[CH:20]=[CH:21][CH:22]=[CH:23][CH:24]=1 |f:4.5|. Reported procedure: To a solution of (S)-3-(3-benzyloxy-4-methylcarbamoyloxy-phenyl)-2-tert-butoxycarbonylamino-propionic acid methyl ester (0.90 g) in dichloromethane (12 ml) cooled with an ice-bath was added 4 MHCl in dioxane (6 ml). The mixture was stirred at 0° C. for 2 h. Diethyl ether was added and a white solid was precipitated. (S)-2-(3-Benzyloxy-4-methylcarbamoyloxy-phenyl)-1-methoxycarbonyl-ethyl-ammonium chloride was obtained as white solid by filtration, 0.83 g. 1H NMR (400 MHz, d6-DMSO) 2.64 (s, 3H), 3... Reactants: FC1=C(C=CC(=C1)F)N1C=C(C(C2=CC(=C(C(=C12)F)F)F)=O)C(=O)O (1-(2,4-difluorophenyl)-6,7,8-trifluoro-1,4-dihydro-4-oxoquinoline-3-carboxylic acid), C(C)NCC1CNCCO1 (2-(ethylaminomethyl)morpholine). The product is C(C)NCC1OCCN(C1)C1=C(C=C2C(C(=CN(C2=C1F)C1=C(C=C(C=C1)F)F)C(=O)O)=O)F (7-[2-(ethylaminomethyl)morpholino]-1(2,4-difluorophenyl)-6,8-difluoro-1,4-dihydro-4-oxoquinoline-3-carboxylic acid). RXN SMILES: [F:1][C:2]1[CH:7]=[C:6]([F:8])[CH:5]=[CH:4][C:3]=1[N:9]1[C:18]2[C:13](=[CH:14][C:15]([F:21])=[C:16](F)[C:17]=2[F:19])[C:12](=[O:22])[C:11]([C:23]([OH:25])=[O:24])=[CH:10]1.[CH2:26]([NH:28][CH2:29][CH:30]1[O:35][CH2:34][CH2:33][NH:32][CH2:31]1)[CH3:27]>>[CH2:26]([NH:28][CH2:29][CH:30]1[CH2:31][N:32]([C:16]2[C:17]([F:19])=[C:18]3[C:13]([C:12](=[O:22])[C:11]([C:23]([OH:25])=[O:24])=[CH:10][N:9]3[C:3]3[CH:4]=[CH:5][C:6]([F:8])=[CH:7][C:2]=3[F:1])=[CH:14][C:15]=2[F:21])[CH2:33][CH2:34][O:35]1)[CH3:27]. Procedure details: By the use of 1-(2,4-difluorophenyl)-6,7,8-trifluoro-1,4-dihydro-4-oxoquinoline-3-carboxylic acid and 2-(ethylaminomethyl)morpholine, the reaction is similarly carried out as Example 26 to give 7-[2-(ethylaminomethyl)morpholino]-1(2,4-difluorophenyl)-6,8-difluoro-1,4-dihydro-4-oxoquinoline-3-carboxylic acid, melting at 226°-229° C. with decomposition. Examle 28 Yields the product CC(C)(C)NS(=O)(=O)c1sccc1C(=O)CF. RXN SMILES: [C:1]([CH3:2])([CH3:3])([CH3:4])[NH:5][S:6](=[O:7])(=[O:8])[c:9]1[s:10][cH:11][cH:12][c:13]1[Br:14].[CH2:15]([Li:16])[CH2:17][CH2:18][CH3:19].[CH2:34]([O:35][C:36](=[O:37])[CH3:38])[CH3:39].[Cl-:27].[F:20][CH2:21][C:22](=[O:23])[O:24][CH2:25][CH3:26].[NH4+:28].[O:29]1[CH2:30][CH2:31][CH2:32][CH2:33]1>>[C:1]([CH3:2])([CH3:3])([CH3:4])[NH:5][S:6](=[O:7])(=[O:8])[c:9]1[s:10][cH:11][cH:12][c:13]1[C:22]([CH2:21][F:20])=[O:23]. Starting materials: CC(C)(C)NS(=O)(=O)c1sccc1Br, [Li]CCCC, CCOC(C)=O, [Cl-], CCOC(=O)CF, [NH4+], C1CCOC1. The yield is 76.4%. Procedure: To a solution of N,N-dimethylaminoacetyl chloride hydrochloride (137, 10.1 g, 64.2 mmol) in acetonitrile (300 ml.) was added powdered sodium bicarbonate (11.9 g, 141 mmol) followed by 4-aminobenzoic acid (138, 9.68 g, 70.6 mmol). The mixture was vigorously stirred over 16 h at r.t. and acetonitrile was decanted. The remaining gum was triturated with methanol and filtration afforded the title compound 139 (10.9 g, 76% yield). 1H NMR: (400 MHz, DMSO-d6) δ(ppm): 10.21 (s, 1H), 7.84 (d, J=8.4 Hz, 2H... Starting materials: Cl.CN(C)CC(=O)Cl (N,N-dimethylaminoacetyl chloride hydrochloride), C([O-])(O)=O.[Na+] (sodium bicarbonate), NC1=CC=C(C(=O)O)C=C1 (4-aminobenzoic acid). The solvent is C(C)#N (acetonitrile). Conditions: time 16 hour. The product is CN(C)CC(=O)NC1=CC=C(C(=O)O)C=C1 (4-(N,N-Dimethylamino)acetamidobenzoic acid). RXN SMILES: Cl.[CH3:2][N:3]([CH2:5][C:6](Cl)=[O:7])[CH3:4].C(=O)(O)[O-].[Na+].[NH2:14][C:15]1[CH:23]=[CH:22][C:18]([C:19]([OH:21])=[O:20])=[CH:17][CH:16]=1>C(#N)C>[CH3:2][N:3]([CH2:5][C:6]([NH:14][C:15]1[CH:23]=[CH:22][C:18]([C:19]([OH:21])=[O:20])=[CH:17][CH:16]=1)=[O:7])[CH3:4] |f:0.1,2.3|.